From a dataset of the Open Reaction Database (ORD), a public repository of structured organic reaction records. describe an organic reaction: reactants, conditions, products, and yield Reactants: CC1=C(N=C(O1)C1=CC=CC=C1)COC1=CC2=C(C(=C(O2)COC2=NN(C=C2C(=O)OCC)C2=CC=CC=C2)C2=CC=CC=C2)C=C1 (ethyl 3-({6-[(5-methyl-2-phenyl-1,3-oxazol-4-yl)methoxy]-3-phenyl-1-benzofuran-2-yl}methoxy)-1-phenyl-1H-pyrazole-4-carboxylate), [H-].[Al+3].[Li+].[H-].[H-].[H-] (lithium aluminum hydride), O.O.O.O.O.O.O.O.O.O.S(=O)(=O)([O-])[O-].[Na+].[Na+] (Sodium sulfate decahydrate). The solvent is C(C)(=O)OCC (ethyl acetate), O1CCCC1 (tetrahydrofuran). Conditions: temperature 0 celsius, time 1 hour. Yields the product CC1=C(N=C(O1)C1=CC=CC=C1)COC1=CC2=C(C(=C(O2)COC2=NN(C=C2CO)C2=CC=CC=C2)C2=CC=CC=C2)C=C1 ([3-({6-[(5-methyl-2-phenyl-1,3-oxazol-4-yl)methoxy]-3-phenyl-1-benzofuran-2-yl}methoxy)-1-phenyl-1H-pyrazol-4-yl]methanol). Isolated yield 80.4%. Reaction SMILES: [CH3:1][C:2]1[O:6][C:5]([C:7]2[CH:12]=[CH:11][CH:10]=[CH:9][CH:8]=2)=[N:4][C:3]=1[CH2:13][O:14][C:15]1[CH:47]=[CH:46][C:18]2[C:19]([C:40]3[CH:45]=[CH:44][CH:43]=[CH:42][CH:41]=3)=[C:20]([CH2:22][O:23][C:24]3[C:28]([C:29](OCC)=[O:30])=[CH:27][N:26]([C:34]4[CH:39]=[CH:38][CH:37]=[CH:36][CH:35]=4)[N:25]=3)[O:21][C:17]=2[CH:16]=1.[H-].[Al+3].[Li+].[H-].[H-].[H-].O.O.O.O.O.O.O.O.O.O.S([O-])([O-])(=O)=O.[Na+].[Na+]>O1CCCC1.C(OCC)(=O)C>[CH3:1][C:2]1[O:6][C:5]([C:7]2[CH:8]=[CH:9][CH:10]=[CH:11][CH:12]=2)=[N:4][C:3]=1[CH2:13][O:14][C:15]1[CH:47]=[CH:46][C:18]2[C:19]([C:40]3[CH:41]=[CH:42][CH:43]=[CH:44][CH:45]=3)=[C:20]([CH2:22][O:23][C:24]3[C:28]([CH2:29][OH:30])=[CH:27][N:26]([C:34]4[CH:35]=[CH:36][CH:37]=[CH:38][CH:39]=4)[N:25]=3)[O:21][C:17]=2[CH:16]=1 |f:1.2.3.4.5.6,7.8.9.10.11.12.13.14.15.16.17.18.19|. Procedure details: To a solution of ethyl 3-({6-[(5-methyl-2-phenyl-1,3-oxazol-4-yl)methoxy]-3-phenyl-1-benzofuran-2-yl}methoxy)-1-phenyl-1H-pyrazole-4-carboxylate (0.60 g) in tetrahydrofuran (10 mL) was added lithium aluminum hydride (0.055 g) at 0° C., and the mixture was stirred at 0° C. for 1 hr. Sodium sulfate decahydrate (0.46 g) was added to the reaction mixture, and the mixture was stirred at room temperature for 30 min. The reaction mixture was diluted with ethyl acetate and the precipitate was filtered o... Reactants: C(C1=CC=CC=C1)OC(=O)N(C12CCC(CC1)(CC2)C(=O)ON2N=NC1=C2C=CC=C1)CC(=O)N1[C@@H](C[C@@H](C1)F)C#N ((2S,4S)-1-[[N-benzyloxycarbonyl-N-[4-(benzotriazol-1-yl)oxycarbonylbicyclo[2.2.2]oct-1-yl]amino]acetyl]-4-fluoropyrrolidine-2-carbonitrile), C(CCCCCC)N (heptylamine). Product: C(C1=CC=CC=C1)OC(=O)N(C12CCC(CC1)(CC2)C(=O)NCCCCCCC)CC(=O)N2[C@@H](C[C@@H](C2)F)C#N ((2S,4S)-1-[[N-benzyloxycarbonyl-N-[4-(N-heptylamino)carbonylbicyclo[2.2.2]oct-1-yl]amino]acetyl]-4-fluoropyrrolidine-2-carbonitrile). Reaction SMILES: [CH2:1]([O:8][C:9]([N:11]([CH2:32][C:33]([N:35]1[CH2:39][C@@H:38]([F:40])[CH2:37][C@H:36]1[C:41]#[N:42])=[O:34])[C:12]12[CH2:19][CH2:18][C:15]([C:20]([O:22]N3C4C=CC=CC=4N=N3)=O)([CH2:16][CH2:17]1)[CH2:14][CH2:13]2)=[O:10])[C:2]1[CH:7]=[CH:6][CH:5]=[CH:4][CH:3]=1.[CH2:43]([NH2:50])[CH2:44][CH2:45][CH2:46][CH2:47][CH2:48][CH3:49]>>[CH2:1]([O:8][C:9]([N:11]([CH2:32][C:33]([N:35]1[CH2:39][C@@H:38]([F:40])[CH2:37][C@H:36]1[C:41]#[N:42])=[O:34])[C:12]12[CH2:13][CH2:14][C:15]([C:20]([NH:50][CH2:43][CH2:44][CH2:45][CH2:46][CH2:47][CH2:48][CH3:49])=[O:22])([CH2:16][CH2:17]1)[CH2:18][CH2:19]2)=[O:10])[C:2]1[CH:3]=[CH:4][CH:5]=[CH:6][CH:7]=1. Reported procedure: In a similar manner to Example 4, (2S,4S)-1-[[N-benzyloxycarbonyl-N-[4-(benzotriazol-1-yl)oxycarbonylbicyclo[2.2.2]oct-1-yl]amino]acetyl]-4-fluoropyrrolidine-2-carbonitrile (50.0 mg) and heptylamine (20.0 μL) were used to obtain (2S,4S)-1-[[N-benzyloxycarbonyl-N-[4-(N-heptylamino)carbonylbicyclo[2.2.2]oct-1-yl]amino]acetyl]-4-fluoropyrrolidine-2-carbonitrile (42.9 mg).